From a dataset of the Open Reaction Database (ORD), a public repository of structured organic reaction records. describe an organic reaction: reactants, conditions, products, and yield The reactants are O=C(c1c[nH]c2cc(Cl)ccc12)N1CCC2(CC1)CNc1ccccc12, CS(=O)(=O)OCc1ccccn1. Yields the product O=C(c1cn(Cc2ccccn2)c2cc(Cl)ccc12)N1CCC2(CC1)CNc1ccccc12. Reaction SMILES: [Cl:1][c:2]1[cH:3][cH:4][c:5]2[c:6]([C:11](=[O:12])[N:13]3[CH2:14][CH2:15][C:16]4([CH2:17][NH:18][c:19]5[cH:20][cH:21][cH:22][cH:23][c:24]54)[CH2:25][CH2:26]3)[cH:7][nH:8][c:9]2[cH:10]1.[n:27]1[c:28]([CH2:33][O:34][S:35]([CH3:36])(=[O:37])=[O:38])[cH:29][cH:30][cH:31][cH:32]1>>[Cl:1][c:2]1[cH:3][cH:4][c:5]2[c:6]([C:11](=[O:12])[N:13]3[CH2:14][CH2:15][C:16]4([CH2:17][NH:18][c:19]5[cH:20][cH:21][cH:22][cH:23][c:24]54)[CH2:25][CH2:26]3)[cH:7][n:8]([CH2:33][c:28]3[n:27][cH:32][cH:31][cH:30][cH:29]3)[c:9]2[cH:10]1. As a reaction SMILES: [C:8]([CH2:9][CH:10]([CH3:11])[CH3:12])(=[O:13])[NH2:14].[CH3:16][c:17]1[cH:18][cH:19][cH:20][cH:21][cH:22]1.[O:1]=[C:2]([C:3](=[O:4])[OH:5])[CH2:6][CH3:7].[OH2:15]>>[C:2]([C:3](=[O:4])[OH:5])(=[CH:6][CH3:7])[NH:14][C:8]([CH2:9][CH:10]([CH3:11])[CH3:12])=[O:13]. Product: CC=C(NC(=O)CC(C)C)C(=O)O. The reactants are CC(C)CC(N)=O, Cc1ccccc1, CCC(=O)C(=O)O, O. Starting materials: ClC1=NC(=C(C(=N1)Cl)C1=CC=CC=C1)C1=CC=CC=C1 (2,4-Dichloro-5,6-diphenylpyrimidine), O.NN (hydrazine hydrate). Solvent: C(C)O (ethanol). Run at time 5 hour. The product is ClC1=NC(=C(C(=N1)NN)C1=CC=CC=C1)C1=CC=CC=C1 (2-chloro-5,6-diphenyl-4-hydrazinopyrimidine). Yield: 32.7%. Reaction SMILES: [Cl:1][C:2]1[N:7]=[C:6](Cl)[C:5]([C:9]2[CH:14]=[CH:13][CH:12]=[CH:11][CH:10]=2)=[C:4]([C:15]2[CH:20]=[CH:19][CH:18]=[CH:17][CH:16]=2)[N:3]=1.O.[NH2:22][NH2:23]>C(O)C>[Cl:1][C:2]1[N:7]=[C:6]([NH:22][NH2:23])[C:5]([C:9]2[CH:14]=[CH:13][CH:12]=[CH:11][CH:10]=2)=[C:4]([C:15]2[CH:20]=[CH:19][CH:18]=[CH:17][CH:16]=2)[N:3]=1 |f:1.2|. Procedure details: 2,4-Dichloro-5,6-diphenylpyrimidine (2.0 g, 6.6 mmol) (synthesized according to the procedure described in example 7) was treated with hydrazine hydrate (0.73 g, 14.6 mmol) in ethanol (10 ml) under stirring for 5 hours at room temperature. The reaction mixture was poured onto ice-water mixture. The solid thus separated was extracted with diethylether. The organic extract was washed with water, dried over anhydrous sodium sulphate and concentrated under reduced pressure to afford the title compou... Starting materials: Cl (hydrochloric acid), ClC1=C(C=CC=C1)C1CC(C=2C(=CC=[N+](C2C1)[O-])C)=O (7-(2-chlorophenyl)-4-methyl-5,6,7,8-tetrahydroquinolin-5-one-1-oxide), C(=N)(N)NN.Cl (aminoguanidine hydrochloride). The solvent is C(C)O (ethanol). The product is Cl.ClC1=C(C=CC=C1)C1CC(C=2C(=CC=[N+](C2C1)[O-])C)=NNC(=N)N (7-(2-chlorophenyl)-5-guanidinoimino-4-methyl-5,6,7,8-tetrahydroquinoline-1-oxide hydrochloride). Yield: 144.8%. RXN SMILES: [Cl:1][C:2]1[CH:7]=[CH:6][CH:5]=[CH:4][C:3]=1[CH:8]1[CH2:17][C:16]2[N+:15]([O-:18])=[CH:14][CH:13]=[C:12]([CH3:19])[C:11]=2[C:10](=O)[CH2:9]1.[C:21]([NH:24][NH2:25])([NH2:23])=[NH:22].Cl.Cl>C(O)C>[ClH:1].[Cl:1][C:2]1[CH:7]=[CH:6][CH:5]=[CH:4][C:3]=1[CH:8]1[CH2:17][C:16]2[N+:15]([O-:18])=[CH:14][CH:13]=[C:12]([CH3:19])[C:11]=2[C:10](=[N:25][NH:24][C:21]([NH2:23])=[NH:22])[CH2:9]1 |f:1.2,5.6|. Procedure details: To a mixture of 7-(2-chlorophenyl)-4-methyl-5,6,7,8-tetrahydroquinolin-5-one-1-oxide (0.23 g) and aminoguanidine hydrochloride (100 mg) were added ethanol (6 ml) and concentrated hydrochloric acid (0.1 ml), and the mixture was refluxed for 3 hours. The reaction solution was cooled to room temperature, and the resulting crystals were filtered and dried to give 7-(2-chlorophenyl)-5-guanidinoimino-4-methyl-5,6,7,8-tetrahydroquinoline-1-oxide hydrochloride (Compound 157) (220 mg) as colorless crysta... The reactants are BrC=1C=C2C(=NC1)O[C@@]1(C2)CN2CCC1CC2 ((2′R)-5′-bromospiro[1-azabicyclo[2.2.2]octane-3,2′(3′H)-furo[2,3-b]pyridine]), FC=1OC2=C(C1[Sn](CC)(CC)CC)C=CC=C2 (2-fluoro-3-triethylstannylbenzofuran). Yields the product FC=1OC2=C(C1C=1C=C3C(=NC1)O[C@@]1(C3)CN3CCC1CC3)C=CC=C2 ((2′R)-5′-(2-Fluorobenzofuran-3-yl)spiro[1-azabicyclo[2.2.2]octane-3,2′(3′H)-furo[2,3-b]pyridine]). As a reaction SMILES: Br[C:2]1[CH:3]=[C:4]2[CH2:10][C@:9]3([CH:15]4[CH2:16][CH2:17][N:12]([CH2:13][CH2:14]4)[CH2:11]3)[O:8][C:5]2=[N:6][CH:7]=1.[F:18][C:19]1[O:20][C:21]2[CH:34]=[CH:33][CH:32]=[CH:31][C:22]=2[C:23]=1[Sn](CC)(CC)CC>>[F:18][C:19]1[O:20][C:21]2[CH:34]=[CH:33][CH:32]=[CH:31][C:22]=2[C:23]=1[C:2]1[CH:3]=[C:4]2[CH2:10][C@:9]3([CH:15]4[CH2:16][CH2:17][N:12]([CH2:13][CH2:14]4)[CH2:11]3)[O:8][C:5]2=[N:6][CH:7]=1. Procedure: Prepared by a method analogous to that described for the preparation of Example 4 from (2′R)-5′-bromospiro[1-azabicyclo[2.2.2]octane-3,2′(3′H)-furo[2,3-b]pyridine] and 2-fluoro-3-triethylstannylbenzofuran. The title compound was obtained as a colourless solid; m/e 351 (MH+). Starting materials: NC=1C=C(C=CC1N)OS(=O)(=O)C1=CC=C(C=C1)OCC1=CC=CC=C1 (4-benzyloxy-benzenesulfonic acid 3,4-diamino-phenyl ester), COC(=O)NC(SC)=NC(=O)OC (1,3-bis(methoxycarbonyl)-2-methyl-2-thiopseudourea). Run in C(C)(=O)O (acetic acid), CO (methanol). Reaction conditions: time 14 hour. Yields the product COC(=O)NC1=NC2=C(N1)C=CC(=C2)OS(=O)(=O)C2=CC=C(C=C2)OCC2=CC=CC=C2 (4-benzyloxy-benzenesulfonic acid 2-methoxycarbonylamino-1H-benzoimidazol-5-yl ester). As a reaction SMILES: [NH2:1][C:2]1[CH:3]=[C:4]([O:9][S:10]([C:13]2[CH:18]=[CH:17][C:16]([O:19][CH2:20][C:21]3[CH:26]=[CH:25][CH:24]=[CH:23][CH:22]=3)=[CH:15][CH:14]=2)(=[O:12])=[O:11])[CH:5]=[CH:6][C:7]=1[NH2:8].[CH3:27][O:28][C:29]([NH:31][C:32](=NC(OC)=O)SC)=[O:30]>C(O)(=O)C.CO>[CH3:27][O:28][C:29]([NH:31][C:32]1[NH:8][C:7]2[CH:6]=[CH:5][C:4]([O:9][S:10]([C:13]3[CH:18]=[CH:17][C:16]([O:19][CH2:20][C:21]4[CH:22]=[CH:23][CH:24]=[CH:25][CH:26]=4)=[CH:15][CH:14]=3)(=[O:12])=[O:11])=[CH:3][C:2]=2[N:1]=1)=[O:30]. Procedure details: To a solution of 4-benzyloxy-benzenesulfonic acid 3,4-diamino-phenyl ester (134 mg) in acetic acid (0.83 ml) and methanol (2.5 ml) at 80° C. was added 1,3-bis(methoxycarbonyl)-2-methyl-2-thiopseudourea (89 mg). The reaction mixture was refluxed for 2 hours then allowed to cool to ambient temperature and stirred at this temperature for 14 hours. The resultant precipitate was filtered, washed with diethyl ether and dried under vacuum to afford 4-benzyloxy-benzenesulfonic acid 2-methoxycarbonylamin... Reactants: Cc1cc(-c2nn(C)c3nc(NCCN4CCOCC4)ncc23)ccc1NC(=O)OC(C)(C)C, O=C(O)C(F)(F)F. Yields the product Cc1cc(-c2nn(C)c3nc(NCCN4CCOCC4)ncc23)ccc1N. As a reaction SMILES: [C:1]([O:2][C:3](=[O:4])[NH:7][c:8]1[c:9]([CH3:33])[cH:10][c:11](-[c:14]2[n:15][n:16]([CH3:32])[c:17]3[n:18][c:19]([NH:23][CH2:24][CH2:25][N:26]4[CH2:27][CH2:28][O:29][CH2:30][CH2:31]4)[n:20][cH:21][c:22]23)[cH:12][cH:13]1)([CH3:5])([CH3:6])[CH3:34].[OH:35][C:36]([C:37]([F:38])([F:39])[F:40])=[O:41]>>[NH2:7][c:8]1[c:9]([CH3:33])[cH:10][c:11](-[c:14]2[n:15][n:16]([CH3:32])[c:17]3[n:18][c:19]([NH:23][CH2:24][CH2:25][N:26]4[CH2:27][CH2:28][O:29][CH2:30][CH2:31]4)[n:20][cH:21][c:22]23)[cH:12][cH:13]1. The reactants are C(C1=CC=CC=C1)OC1=C(C=C(C(=C1)OCC1=CC=CC=C1)C(=C)C)C(=O)N1CCC(CC1)CC=O (2—(1-{[2,4-bis(benzyloxy)-5-(prop-1-en-2-yl)phenyl]carbonyl}piperidin-4-yl)acetaldehyde), S(=O)(=O)(O)C1=CC=C(C)C=C1.C1(CCCC1)OC([C@@H](N)C)=O (L-alanine cyclopentyl ester tosylate). Reaction SMILES: C([O:8][C:9]1[CH:14]=[C:13]([O:15]CC2C=CC=CC=2)[C:12]([C:23]([CH3:25])=[CH2:24])=[CH:11][C:10]=1[C:26]([N:28]1[CH2:33][CH2:32][CH:31]([CH2:34][CH:35]=O)[CH2:30][CH2:29]1)=[O:27])C1C=CC=CC=1.S(C1C=CC(C)=CC=1)(O)(=O)=O.[CH:48]1([O:53][C:54](=[O:58])[C@H:55]([CH3:57])[NH2:56])[CH2:52][CH2:51][CH2:50][CH2:49]1>>[OH:8][C:9]1[CH:14]=[C:13]([OH:15])[C:12]([CH:23]([CH3:24])[CH3:25])=[CH:11][C:10]=1[C:26]([N:28]1[CH2:33][CH2:32][CH:31]([CH2:34][CH2:35][NH:56][C@H:55]([C:54]([O:53][CH:48]2[CH2:52][CH2:51][CH2:50][CH2:49]2)=[O:58])[CH3:57])[CH2:30][CH2:29]1)=[O:27] |f:1.2|. Procedure details: Prepared from Intermediate D and L-alanine cyclopentyl ester tosylate. 1H NMR (300 MHz, d3-MeOD) 6.96 (1H, s), 6.34 (1H, s), 5.34 (1H, m), 4.17 (2H, m), 4.07 (1H, m), 3.19 (3H, m), 2.98 (2H, t, J=12 Hz), 1.96 (2H, m), 1.93 (11H, m), 1.56 (3H, d, J=7.2 Hz), 1.29 (2H, m), 1.18 (6H, d, J=6.9 Hz). LC/MS: purity >98%, m/z 447.25 [M+H]+ Yields the product OC1=C(C=C(C(=C1)O)C(C)C)C(=O)N1CCC(CC1)CCN[C@@H](C)C(=O)OC1CCCC1 (cyclopentyl N-[2-(1-{[2,4-dihydroxy-5-(propan-2-yl)phenyl]carbonyl}piperidin-4-yl)ethyl]-L-alaninate).